From a dataset of the Open Reaction Database (ORD), a public repository of structured organic reaction records. describe an organic reaction: reactants, conditions, products, and yield Reactants: C(C)OC(C(CC(C(=O)OCC)C#N)C#N)=O (2,4-dicyanoglutaric acid diethyl ester), O(C[*:2])[*:1] (polyoxymethylene), solution, C[O-].[Na+] (sodium methylate), C[O-].[Na+] (sodium methylate), C(#N)OC(CCCC(=O)OC#N)=O (dicyanoglutarate). Reagents/catalysts: CO (methanol). The solvent is O (water). Reaction conditions: time 45 minute. Yields the product C(C)OC(C(=C)C#N)=O (2-cyanoacrylic acid ethyl ester). Isolated yield 59.6%. RXN SMILES: [CH2:1]([O:3][C:4](=[O:17])[CH:5]([C:15]#[N:16])[CH2:6]C(C#N)C(OCC)=O)[CH3:2].C[O-].[Na+].C(OC(=O)CCCC(OC#N)=O)#N>CO.O>[CH2:1]([O:3][C:4](=[O:17])[C:5]([C:15]#[N:16])=[CH2:6])[CH3:2] |f:1.2|. Procedure: 494.0 g (2.074 moles) of 2,4-dicyanoglutaric acid diethyl ester were reacted in the absence of water with 44.8 g of polyoxymethylene (92%; 1.372 moles) and 3 g of a 30% solution of sodium methylate in methanol (0.0167 mole). The quantity of sodium methylate used corresponded to an excess of 1.25 millimoles per mole of dicyanoglutarate. The reaction was carried out over a period of 45 minutes at a temperature of 100° C.-130° C. The water present was then removed using an oil pump vacuum. Thermoly... Reactants: S(N)(OC[C@H]1O[C@H](C[C@@H]1O[Si](C)(C)C(C)(C)C)N1C=CC=2C(=NC=CC21)NCC2=CC=CC=C2)(=O)=O (((2R,3S,5R)-5-[4-(benzylamino)-1H-pyrrolo[3,2-c]pyridin-1-yl]-3-{[tert-butyl(dimethyl)silyl]oxy}tetrahydrofuran-2-yl)methyl sulfamate), F (hydrofluoric acid). The reagents and catalysts are N1=CC=CC=C1 (pyridine). Run in C1CCOC1.N1=CC=CC=C1 (THF pyridine), CCOC(=O)C (EtOAc). Conditions: time 8 hour. Product: S(N)(OC[C@H]1O[C@H](C[C@@H]1O)N1C=CC=2C(=NC=CC21)NCC2=CC=CC=C2)(=O)=O ({(2R,3S,5R)-5-[4-(benzylamino)-1H-pyrrolo[3,2-c]pyridin-1-yl]-3-hydroxytetrahydrofuran-2-yl}methyl sulfamate). Yield: 25.0%. As a reaction SMILES: [S:1](=[O:36])(=[O:35])([O:3][CH2:4][C@@H:5]1[C@@H:9]([O:10][Si](C(C)(C)C)(C)C)[CH2:8][C@H:7]([N:18]2[C:26]3[CH:25]=[CH:24][N:23]=[C:22]([NH:27][CH2:28][C:29]4[CH:34]=[CH:33][CH:32]=[CH:31][CH:30]=4)[C:21]=3[CH:20]=[CH:19]2)[O:6]1)[NH2:2].F>C1COCC1.N1C=CC=CC=1.N1C=CC=CC=1.CCOC(C)=O>[S:1](=[O:36])(=[O:35])([O:3][CH2:4][C@@H:5]1[C@@H:9]([OH:10])[CH2:8][C@H:7]([N:18]2[C:26]3[CH:25]=[CH:24][N:23]=[C:22]([NH:27][CH2:28][C:29]4[CH:30]=[CH:31][CH:32]=[CH:33][CH:34]=4)[C:21]=3[CH:20]=[CH:19]2)[O:6]1)[NH2:2] |f:2.3|. Procedure details: To a solution of ((2R,3S,5R)-5-[4-(benzylamino)-1H-pyrrolo[3,2-c]pyridin-1-yl]-3-{[tert-butyl(dimethyl)silyl]oxy}tetrahydrofuran-2-yl)methyl sulfamate (0.0300 g, 0.0563 mmol) in THF/pyridine (1 mL, 1:1) was added hydrofluoric acid in pyridine (3 drops) and stirred overnight. The reaction was diluted with EtOAc (5 mL) and quenched with saturated aq NaHCO3 (10 mL). The aq layer was extracted with EtOAc (3×10 mL) and the combined organics were dried (Na2SO4), filtered, and concentrated. The crude m... The reactants are O=C([O-])[O-], CI, O=C(O)C=Cc1ccc(F)cc1, [K+], [K+], CN(C)C=O, O. Yields the product COC(=O)C=Cc1ccc(F)cc1. RXN SMILES: [C:15](=[O:16])([O-:17])[O-:18].[CH3:13][I:14].[F:1][c:2]1[cH:3][cH:4][c:5]([CH:8]=[CH:9][C:10](=[O:11])[OH:12])[cH:6][cH:7]1.[K+:19].[K+:20].[O:22]=[CH:23][N:24]([CH3:25])[CH3:26].[OH2:21]>>[F:1][c:2]1[cH:3][cH:4][c:5]([CH:8]=[CH:9][C:10](=[O:11])[O:12][CH3:15])[cH:6][cH:7]1. RXN SMILES: [CH2:30]([OH:31])[CH3:32].[CH3:34][CH2:35][OH:36].[CH3:37][CH2:38][O:39][CH2:40][CH3:41].[CH:1]1([c:4]2[o:5][c:6]3[c:7]([n:8]2)[c:9]([C:28]#[N:29])[c:10]([CH3:27])[c:11]([C:21]2=[CH:22][CH:23]([OH:26])[CH2:24][CH2:25]2)[c:12]3[N:13]2[CH2:14][CH:15]([N:18]([CH3:19])[CH3:20])[CH2:16][CH2:17]2)[CH2:2][CH2:3]1.[ClH:33]>>[CH:1]1([c:4]2[o:5][c:6]3[c:7]([n:8]2)[c:9]([C:28]#[N:29])[c:10]([CH3:27])[c:11]([C:21]2=[CH:22][CH:23]=[CH:24][CH2:25]2)[c:12]3[N:13]2[CH2:14][CH:15]([N:18]([CH3:19])[CH3:20])[CH2:16][CH2:17]2)[CH2:2][CH2:3]1. The reactants are CCO, CCO, CCOCC, Cc1c(C2=CC(O)CC2)c(N2CCC(N(C)C)C2)c2oc(C3CC3)nc2c1C#N, Cl. Product: Cc1c(C2=CC=CC2)c(N2CCC(N(C)C)C2)c2oc(C3CC3)nc2c1C#N. Product: O=C1NC(=O)c2ccccc2C1=CNc1ccc(CN2CCCCC2)cc1. The reactants are COC=C1C(=O)NC(=O)c2ccccc21, CN(C)C=O, Nc1ccc(CN2CCCCC2)cc1. Reaction SMILES: [CH3:1][O:2][CH:3]=[C:4]1[C:5](=[O:15])[NH:6][C:7](=[O:14])[c:8]2[cH:9][cH:10][cH:11][cH:12][c:13]21.[CH3:30][N:31]([CH3:32])[CH:33]=[O:34].[N:16]1([CH2:22][c:23]2[cH:24][cH:25][c:26]([NH2:29])[cH:27][cH:28]2)[CH2:17][CH2:18][CH2:19][CH2:20][CH2:21]1>>[CH:3](=[C:4]1[C:5](=[O:15])[NH:6][C:7](=[O:14])[c:8]2[cH:9][cH:10][cH:11][cH:12][c:13]21)[NH:29][c:26]1[cH:25][cH:24][c:23]([CH2:22][N:16]2[CH2:17][CH2:18][CH2:19][CH2:20][CH2:21]2)[cH:28][cH:27]1. Procedure: The procedure of Example 1 was repeated using 697 mg (3.0 mmol.) of 1-[3-amino-3-(3-methylphenyl)propyl]piperidine and 575 mg (3.0 mmol.) of quinaldinoyl chloride, to obtain 755 mg (yield: 65%) of the subject compound as a pale yellow solid product. As a reaction SMILES: [NH2:1][CH:2]([C:11]1[CH:16]=[CH:15][CH:14]=[C:13]([CH3:17])[CH:12]=1)[CH2:3][CH2:4][N:5]1[CH2:10][CH2:9][CH2:8][CH2:7][CH2:6]1.[N:18]1[C:31]2[C:26](=[CH:27][CH:28]=[CH:29][CH:30]=2)[CH:25]=[CH:24][C:19]=1[CH2:20][C:21](Cl)=[O:22]>>[CH3:17][C:13]1[CH:12]=[C:11]([CH:2]([NH:1][C:21]([CH2:20][C:19]2[CH:24]=[CH:25][C:26]3[C:31](=[CH:30][CH:29]=[CH:28][CH:27]=3)[N:18]=2)=[O:22])[CH2:3][CH2:4][N:5]2[CH2:10][CH2:9][CH2:8][CH2:7][CH2:6]2)[CH:16]=[CH:15][CH:14]=1. The reactants are NC(CCN1CCCCC1)C1=CC(=CC=C1)C (1-[3-amino-3-(3-methylphenyl)propyl]piperidine), N1=C(CC(=O)Cl)C=CC2=CC=CC=C12 (quinaldinoyl chloride). The product is CC=1C=C(C=CC1)C(CCN1CCCCC1)NC(=O)CC1=NC2=CC=CC=C2C=C1 (N-[1-(3-methylphenyl)-3-piperidinopropyl]quinaldinamide). Yield: 62.7%. The product is [Zn].OC1=C(C=CC(=C1)O)CCNCC(=O)O (N-[(2,4-dihydroxyphenyl)ethyl]glycine Zinc). Procedure: Ingredients. (1) Water 66.18 (2) Ethanol 30.0 (3) Resacetophenone 1.5 (4) Zinc Bis-glycinate Hydrate 2.32. Procedure. The mixture of all ingredients is heated at 80 to 85 C for 2 hours. It is then hydrogenated over Pt catalyst, and after filtration of catalyst N-[(2,4-dihydroxyphenyl)ethyl]glycine zinc complex is obtained. Solvent: C(C)O (Ethanol). Reaction SMILES: O.[CH3:2][C:3]([C:5]1[CH:10]=[CH:9][C:8]([OH:11])=[CH:7][C:6]=1[OH:12])=O.O.[NH2:14][CH2:15][C:16]([O-:18])=[O:17].NCC([O-])=O.[Zn+2:24]>C(O)C>[Zn:24].[OH:12][C:6]1[CH:7]=[C:8]([OH:11])[CH:9]=[CH:10][C:5]=1[CH2:3][CH2:2][NH:14][CH2:15][C:16]([OH:18])=[O:17] |f:2.3.4.5,7.8|. Starting materials: O (Water), CC(=O)C1=C(C=C(C=C1)O)O (Resacetophenone), O.NCC(=O)[O-].NCC(=O)[O-].[Zn+2] (Zinc Bis-glycinate Hydrate). Reactants: OC(CCC1SCC(N1CCCCCCC(=O)O)=O)CCCCC (7-[2-(3-hydroxyoctyl)-4-oxo-3-thiazolidinyl]heptanoic acid), OC(CCC1SCC(N1CCCCCCC(=O)O)=O)COCCC (7-[2-(3-hydroxy-4-propoxybutyl)-4-oxo-3-thiazolidinyl]heptanoic acid). Yields the product OC(CCC1S(CC(N1CCCCCCC(=O)O)=O)=O)COCCC (7-[2-(3-Hydroxy-4-propoxybutyl)-1,4-dioxo-3thiazolidinyl]heptanoic Acid). Reaction SMILES: [OH:1]C(CCCCC)CCC1N(CCCCCCC(O)=O)C(=O)CS1.[OH:25][CH:26]([CH2:44][O:45][CH2:46][CH2:47][CH3:48])[CH2:27][CH2:28][CH:29]1[N:33]([CH2:34][CH2:35][CH2:36][CH2:37][CH2:38][CH2:39][C:40]([OH:42])=[O:41])[C:32](=[O:43])[CH2:31][S:30]1>>[OH:25][CH:26]([CH2:44][O:45][CH2:46][CH2:47][CH3:48])[CH2:27][CH2:28][CH:29]1[N:33]([CH2:34][CH2:35][CH2:36][CH2:37][CH2:38][CH2:39][C:40]([OH:42])=[O:41])[C:32](=[O:43])[CH2:31][S:30]1=[O:1]. Procedure details: This compound is prepared essentially by the method described in Example 2 except that the 7-[2-(3-hydroxyoctyl)-4-oxo-3-thiazolidinyl]heptanoic acid is replaced by 7-[2-(3-hydroxy-4-propoxybutyl)-4-oxo-3-thiazolidinyl]heptanoic acid. Column chromatography of the resulting product provides the title compound as a t.l.c. homogeneous oil. The reactants are C(C1=CC=CC=C1)OC1=C(C=C(C=C1)Cl)C1=NC(=NC(=C1)Cl)N (4-(2-benzyloxy-5-chloro-phenyl)-6-chloro-pyrimidin-2-ylamine), ClC1=CC=C(N)C=C1 (4-chloro-aniline). The product is C(C1=CC=CC=C1)OC1=C(C=C(C=C1)Cl)C1=CC(=NC(=N1)N)NC1=CC=C(C=C1)Cl (6-(2-Benzyloxy-5-chloro-phenyl)-N*4*-(4-chloro-phenyl)-pyrimidine-2,4-diamine). The yield is 98.0%. Reaction SMILES: [CH2:1]([O:8][C:9]1[CH:14]=[CH:13][C:12]([Cl:15])=[CH:11][C:10]=1[C:16]1[CH:21]=[C:20](Cl)[N:19]=[C:18]([NH2:23])[N:17]=1)[C:2]1[CH:7]=[CH:6][CH:5]=[CH:4][CH:3]=1.[Cl:24][C:25]1[CH:31]=[CH:30][C:28]([NH2:29])=[CH:27][CH:26]=1>>[CH2:1]([O:8][C:9]1[CH:14]=[CH:13][C:12]([Cl:15])=[CH:11][C:10]=1[C:16]1[N:17]=[C:18]([NH2:23])[N:19]=[C:20]([NH:29][C:28]2[CH:30]=[CH:31][C:25]([Cl:24])=[CH:26][CH:27]=2)[CH:21]=1)[C:2]1[CH:7]=[CH:6][CH:5]=[CH:4][CH:3]=1. Reported procedure: Following the method described in Example 72, 4-(2-benzyloxy-5-chloro-phenyl)-6-chloro-pyrimidin-2-ylamine and 4-chloro-aniline provided the title compound (98% yield). 1H NMR (CD3OD) δ 5.26 (s, 2H, CH2), 6.44 (s, 1H, Ar), 7.21 (d, 1H, J=8.8 Hz, Ar), 7.33-7.36 (m, 2H, Ar), 7.38-7.43 (m, 4H, Ar), 7.45 (d, 1H, J=8.8 Hz, Ar), 7.58-7.61 (m, 2H, Ar), 7.80-7.82 (m, 2H, Ar). The reactants are N1=CC=C(C=C1)/C=C/C1=NC=C(C=C1)C(=O)OC (methyl 2-[(E)-2-(4-pyridyl)vinyl]pyridine-5-carboxylate), CO (methanol), [H-].[Al+3].[Li+].[H-].[H-].[H-] (lithium aluminum hydride), N (ammonia). Run in O1CCCC1 (tetrahydrofuran), O1CCCC1 (tetrahydrofuran). Conditions: time 45 minute. Product: OCC=1C=CC(=NC1)\C=C\C1=CC=NC=C1 (5-hydroxymethyl-2-[(E)-2-(4-pyridyl)vinyl]pyridine). Isolated yield 73.8%. As a reaction SMILES: [H-].[Al+3].[Li+].[H-].[H-].[H-].[N:7]1[CH:12]=[CH:11][C:10](/[CH:13]=[CH:14]/[C:15]2[CH:20]=[CH:19][C:18]([C:21](OC)=[O:22])=[CH:17][N:16]=2)=[CH:9][CH:8]=1.N.CO>O1CCCC1>[OH:22][CH2:21][C:18]1[CH:19]=[CH:20][C:15](/[CH:14]=[CH:13]/[C:10]2[CH:9]=[CH:8][N:7]=[CH:12][CH:11]=2)=[N:16][CH:17]=1 |f:0.1.2.3.4.5|. Procedure details: To a suspension of lithium aluminum hydride (31.1 mg) in tetrahydrofuran (1 ml) was dropwise added a solution of methyl 2-[(E)-2-(4-pyridyl)vinyl]pyridine-5-carboxylate (385 mg) in tetrahydrofuran (10 ml) at 0° C. under nitrogen atmosphere, and the mixture was stirred for 45 minutes at the same temperature. Aqueous ammonia was dropwise added thereto at 0° C. and then methanol (5 ml) was further added thereto, and the mixture was stirred for 2 hours. After filtration the filtrate was concentrated...